Task: describe an organic reaction: reactants, conditions, products, and yield. Dataset: the Open Reaction Database (ORD), a public repository of structured organic reaction records Reactants: ClC=1C=C2C=C(C(=NC2=CC1)N)C(=O)N (6-chloro-2-aminoquinoline-3-carboxamide), [H-].[Na+] (sodium hydride), CN(C=O)C (N,N-dimethylformamide), C(C(=O)OCC)(=O)OCC (diethyl oxalate), CN(C=O)C (N,N-dimethylformamide), [H-].[Na+] (sodium hydride). Run in C(C)(=O)O (Acetic acid), O (water). Reaction conditions: time 15 minute. Yields the product ClC=1C=C2C=C3C(=NC2=CC1)N=C(NC3=O)C(=O)OCC (Ethyl 7-Chloropyrimido[4,5-b]quinolin-4(3H)-one-2-carboxylate). RXN SMILES: [Cl:1][C:2]1[CH:3]=[C:4]2[C:9](=[CH:10][CH:11]=1)[N:8]=[C:7]([NH2:12])[C:6]([C:13]([NH2:15])=[O:14])=[CH:5]2.[H-].[Na+].CN(C)C=O.[C:23](OCC)(=O)[C:24]([O:26][CH2:27][CH3:28])=[O:25]>O.C(O)(=O)C>[Cl:1][C:2]1[CH:3]=[C:4]2[C:9](=[CH:10][CH:11]=1)[N:8]=[C:7]1[N:12]=[C:23]([C:24]([O:26][CH2:27][CH3:28])=[O:25])[NH:15][C:13](=[O:14])[C:6]1=[CH:5]2 |f:1.2|. Procedure: A mixture of 6-chloro-2-aminoquinoline-3-carboxamide (2.2 g., 0.01 mole), sodium hydride (0.52 g., 0.012 mole as 56% dispersion in oil) and N,N-dimethylformamide (20 ml.) is added to a solution of diethyl oxalate (5 ml.) and N,N-dimethylformamide (5 ml.). The reaction mixture is stirred for 15 minutes, a second portion of sodium hydride (0.52 g., 0.012 mole) added and stirring continued for an additional 15 minutes. Acetic acid (25.0 ml.) is cautiously added to the mixture followed by water (50 ... Reaction SMILES: CO[N:3]=[C:4]([C:12]1[CH:17]=[CH:16][CH:15]=[C:14]([F:18])[CH:13]=1)[CH2:5][C:6]1[CH:11]=[CH:10][N:9]=[CH:8][CH:7]=1>C(O)(C(F)(F)F)=O.[Pd]>[F:18][C:14]1[CH:13]=[C:12]([CH:4]([NH2:3])[CH2:5][C:6]2[CH:7]=[CH:8][N:9]=[CH:10][CH:11]=2)[CH:17]=[CH:16][CH:15]=1. The product is FC=1C=C(C=CC1)C(CC1=CC=NC=C1)N (1-(3-Fluorophenyl)-2-(pyridin-4-yl)ethanamine). The reagents and catalysts are [Pd] (Pd/C). Reactants: CON=C(CC1=CC=NC=C1)C1=CC(=CC=C1)F (1-(3-fluorophenyl)-2-(pyridin-4-yl)ethanone O-methyl oxime), CON=C(CC1=CC=NC=C1)C1=CC(=CC=C1)F (1-(3-Fluorophenyl)-2-(pyridin-4-yl)ethanone O-methyl oxime). Solvent: C(=O)(C(F)(F)F)O (TFA). Reported procedure: A mixture of 1-(3-fluorophenyl)-2-(pyridin-4-yl)ethanone O-methyl oxime, (19) (1.86 g) in TFA (20 mL) was reduced by the action of 10% Pd/C (186 mg) under H2 at 50 psi for 12 h at rt. The mixture was filtered through Celite and freed of solvent under reduced pressure. The residue was basified using 6N KOH. The aqueous layer was extracted with EtOAc (3×, 500 mL). The pooled organic layer was dried over magnesium sulfate. The mixture was filtered. The solvents were removed under vacuum gave 1-(3-f... Reactants: C(C(C)C)C=1OC(=CN1)C1=C(C=CC=C1O)Cl (2-isobutyl-5-(2-chloro-6-hydroxyphenyl)oxazole), CS(=O)(=O)C1=NC(=CC(=N1)OC)OC (2-methanesulfonyl-4,6-dimethoxypyrimidine), S(=O)(=O)([O-])[O-] (sulfate), ice water. Run in CN(C)C=O (DMF). Conditions: temperature 60 celsius, time 14 hour. The product is C(C(C)C)C=1OC(=CN1)C1=C(C=CC=C1OC1=NC(=CC(=N1)OC)OC)Cl (2-isobutyl-5-(2-chloro-6-(4,6-dimethoxypyrimidine-2-yloxy)phenyl)oxazole). RXN SMILES: [CH2:1]([C:5]1[O:6][C:7]([C:10]2[C:15]([OH:16])=[CH:14][CH:13]=[CH:12][C:11]=2[Cl:17])=[CH:8][N:9]=1)[CH:2]([CH3:4])[CH3:3].CS([C:22]1[N:27]=[C:26]([O:28][CH3:29])[CH:25]=[C:24]([O:30][CH3:31])[N:23]=1)(=O)=O.S([O-])([O-])(=O)=O>CN(C=O)C>[CH2:1]([C:5]1[O:6][C:7]([C:10]2[C:15]([O:16][C:22]3[N:27]=[C:26]([O:28][CH3:29])[CH:25]=[C:24]([O:30][CH3:31])[N:23]=3)=[CH:14][CH:13]=[CH:12][C:11]=2[Cl:17])=[CH:8][N:9]=1)[CH:2]([CH3:4])[CH3:3]. Procedure: 2 ml DMF solution containing 0.5 g 2-isobutyl-5-(2-chloro-6-hydroxyphenyl)oxazole, 0.41 g 2-methanesulfonyl-4,6-dimethoxypyrimidine and 0.55 g pottasium sulfate was stirred for 14 hours at 60° C. After completing the reaction, the solution reacted was poured into ice water and was then extracted with ethyl acetate. The organic layer obtained was washed with water and was then dried by using anhydrous magnesium sulfate. After filtration, the solvent used was removed by distillation under reduce p... Starting materials: O (water), [OH-].[K+] (potassium hydroxide), ClCC#N (Chloroacetonitrile), C1(CCCCC1)NC1=C2C(=NC=C1C1=NOC3(C1)CCC(CC3)=O)N(N=C2)CC (3-[4-(cyclohexylamino)-1-ethyl-1H-pyrazolo[3,4-b]pyridin-5-yl]-1-oxa-2-azaspiro[4.5]dec-2-en-8-one). Reagents/catalysts: [Cl-].C(C1=CC=CC=C1)[N+](CC)(CC)CC (Benzyltriethyl ammonium chloride). Solvent: O1CCCC1 (tetrahydrofuran), O1CCCC1 (tetrahydrofuran). Reaction conditions: temperature 0 celsius, time 4 hour. Yields the product C1(CCCCC1)NC1=C2C(=NC=C1C1=NOC3(CCC4(C(O4)C#N)CC3)C1)N(N=C2)CC (9-[4-(cyclohexylamino)-1-ethyl-1H-pyrazolo[3,4-b]pyridin-5-yl]-1,7-dioxa-8-azadispiro[2.2.4.2]dodec-8-ene-2-carbonitrile). Reaction SMILES: [OH-].[K+].Cl[CH2:4][C:5]#[N:6].[CH:7]1([NH:13][C:14]2[C:19]([C:20]3[CH2:24][C:23]4([CH2:29][CH2:28][C:27](=[O:30])[CH2:26][CH2:25]4)[O:22][N:21]=3)=[CH:18][N:17]=[C:16]3[N:31]([CH2:34][CH3:35])[N:32]=[CH:33][C:15]=23)[CH2:12][CH2:11][CH2:10][CH2:9][CH2:8]1.O>[Cl-].C([N+](CC)(CC)CC)C1C=CC=CC=1.O1CCCC1>[CH:7]1([NH:13][C:14]2[C:19]([C:20]3[CH2:24][C:23]4([CH2:29][CH2:28][C:27]5([O:30][CH:4]5[C:5]#[N:6])[CH2:26][CH2:25]4)[O:22][N:21]=3)=[CH:18][N:17]=[C:16]3[N:31]([CH2:34][CH3:35])[N:32]=[CH:33][C:15]=23)[CH2:8][CH2:9][CH2:10][CH2:11][CH2:12]1 |f:0.1,5.6|. Procedure details: Benzyltriethyl ammonium chloride (23 mg, 0.00001 mole) was added to a mixture of 50% potassium hydroxide solution and tetrahydrofuran (10 ml) and the mixture was cooled to 0° C. Chloroacetonitrile (0.020 ml, 0.00026 mole) and 3-[4-(cyclohexylamino)-1-ethyl-1H-pyrazolo[3,4-b]pyridin-5-yl]-1-oxa-2-azaspiro[4.5]dec-2-en-8-one (100 mg, 0.00025 mole) (example 25) in tetrahydrofuran were added to the reaction mixture. It was stirred for about 4 hours at room temperature and water was added. The reacti... The reactants are O=C([O-])[O-], C[NH2+]C, CCO, ClCCCN1CCC(n2ccc3ccccc32)CC1, Cl, [K+], [K+]. Product: CN(C)CCCN1CCC(n2ccc3ccccc32)CC1. As a reaction SMILES: [C:20](=[O:21])([O-:22])[O-:23].[CH3:27][NH2+:28][CH3:29].[CH3:30][CH2:31][OH:32].[Cl:1][CH2:2][CH2:3][CH2:4][N:5]1[CH2:6][CH2:7][CH:8]([n:11]2[cH:12][cH:13][c:14]3[cH:15][cH:16][cH:17][cH:18][c:19]23)[CH2:9][CH2:10]1.[ClH:26].[K+:24].[K+:25]>>[CH2:2]([CH2:3][CH2:4][N:5]1[CH2:6][CH2:7][CH:8]([n:11]2[cH:12][cH:13][c:14]3[cH:15][cH:16][cH:17][cH:18][c:19]23)[CH2:9][CH2:10]1)[N:28]([CH3:27])[CH3:29]. Starting materials: crude product, ClCC(=O)Cl (chloroacetyl chloride), C(CCC)N(C=1C=C(C=CC1)O)CCCC (3-di-n-butylamino-phenol). Run in C(Cl)(Cl)Cl (chloroform), C(Cl)(Cl)Cl (chloroform), C(Cl)(Cl)Cl (chloroform). Yields the product C(CCC)N(C1=CC2=C(C(C(O2)=C2OC3=C(C2=O)C=CC(=C3)N(CCCC)CCCC)=O)C=C1)CCCC (6-Di-n-butylamino-2-(6-di-n-butylamino-3-oxo-2(3H)-benzofuranylidene)-3(2H)-benzofuranone). RXN SMILES: [CH2:1]([N:5]([CH2:13][CH2:14][CH2:15][CH3:16])[C:6]1[CH:7]=[C:8]([OH:12])[CH:9]=[CH:10][CH:11]=1)[CH2:2][CH2:3][CH3:4].Cl[CH2:18][C:19](Cl)=[O:20]>C(Cl)(Cl)Cl>[CH2:1]([N:5]([CH2:13][CH2:14][CH2:15][CH3:16])[C:6]1[CH:11]=[CH:10][C:9]2[C:19](=[O:20])[C:18](=[C:18]3[C:19](=[O:20])[C:9]4[CH:10]=[CH:11][C:6]([N:5]([CH2:13][CH2:14][CH2:15][CH3:16])[CH2:1][CH2:2][CH2:3][CH3:4])=[CH:7][C:8]=4[O:12]3)[O:12][C:8]=2[CH:7]=1)[CH2:2][CH2:3][CH3:4]. Reported procedure: 1.8 g (8.1 mmol) of 3-di-n-butylamino-phenol are dissolved in 20 ml of dry chloroform with exclusion of moisture. 0.7 ml (8.8 mmol) of chloroacetyl chloride is added dropwise with vigorous stirring. Silica gel (about 10 g in total) is then allowed to trickle in until a large proportion of the reaction solution has been absorbed, and the mixture is boiled under reflux for 15 hours. Finally, the solid is filtered off and washed with chloroform until the wash solution remains virtually colourless. ... Starting materials: [H-].[Na+] (sodium hydride), OC1=CC=C(C=O)C=C1 (4-Hydroxybenzaldehyde), CN(C=O)C (N,N-dimethylformamide), BrCCO[Si](C)(C)C(C)(C)C ((2-bromoethoxy)-t-butyldimethylsilane). Reaction conditions: time 40 minute. Yields the product C(=C)C1=CC=C(OCCO)C=C1 (2-(4-Vinylphenoxy)ethanol). The yield is 60.0%. As a reaction SMILES: [OH:1][C:2]1[CH:9]=[CH:8][C:5]([CH:6]=O)=[CH:4][CH:3]=1.[H-].[Na+].Br[CH2:13][CH2:14][O:15][Si](C(C)(C)C)(C)C.[CH3:23]N(C)C=O>>[CH:6]([C:5]1[CH:8]=[CH:9][C:2]([O:1][CH2:13][CH2:14][OH:15])=[CH:3][CH:4]=1)=[CH2:23] |f:1.2|. Reported procedure: 4-Hydroxybenzaldehyde (3.664 g) was dissolved in N,N-dimethylformamide (60 ml), followed by the addition of 60% sodium hydride (1.44 g) under ice-cooling. The resulting mixture was stirred at room temperature for 40 min. To the mixture was added (2-bromoethoxy)-t-butyldimethylsilane (8.612 g), and the resulting mixture was stirred at 100° C. for 30 min. After the mixture was cooled as it was, it was partitioned between ethyl acetate and water. The resulting organic layer was washed with water, d... The reactants are CCN(C(C)C)C(C)C, Cc1onc(-c2ccc(F)cc2)c1COc1ccc(C(=O)O)cn1, F[B-](F)(F)F, NC1CCOCC1, CN(C)C=O, CN(C)C(On1nnc2ccccc21)=[N+](C)C. Yields the product Cc1onc(-c2ccc(F)cc2)c1COc1ccc(C(=O)NC2CCOCC2)cn1. RXN SMILES: [CH:47]([N:48]([CH2:49][CH3:50])[CH:51]([CH3:52])[CH3:53])([CH3:54])[CH3:55].[F:1][c:2]1[cH:3][cH:4][c:5](-[c:8]2[n:9][o:10][c:11]([CH3:24])[c:12]2[CH2:13][O:14][c:15]2[n:16][cH:17][c:18]([C:19](=[O:20])[OH:21])[cH:22][cH:23]2)[cH:6][cH:7]1.[F:25][B-:26]([F:27])([F:28])[F:29].[NH2:56][CH:57]1[CH2:58][CH2:59][O:60][CH2:61][CH2:62]1.[O:63]=[CH:64][N:65]([CH3:66])[CH3:67].[n:30]1([O:31][C:32]([N:33]([CH3:34])[CH3:35])=[N+:36]([CH3:37])[CH3:38])[c:39]2[cH:40][cH:41][cH:42][cH:43][c:44]2[n:45][n:46]1>>[F:1][c:2]1[cH:3][cH:4][c:5](-[c:8]2[n:9][o:10][c:11]([CH3:24])[c:12]2[CH2:13][O:14][c:15]2[n:16][cH:17][c:18]([C:19](=[O:21])[NH:56][CH:57]3[CH2:58][CH2:59][O:60][CH2:61][CH2:62]3)[cH:22][cH:23]2)[cH:6][cH:7]1. Starting materials: Cl.OC1=CC=C(C=C1)/C=C/C=1C=C2C=NN(C(C2=CC1)=O)CCCN(C)C (Trans-6-[2-(4-Hydroxyphenyl)ethenyl]-2-(3-dimethylaminopropyl)-1(2H)-phthalazinone hydrochloride). Reagents/catalysts: [Pd] (Pd/C). Run in CO (methanol), O (water). Product: OC1=CC=C(C=C1)CCC=1C=C2C=NN(C(C2=CC1)=O)CCCN(C)C (6-[2-(4-Hydroxyphenyl)ethyl]-2-(3-dimethylaminopropyl)-1(2H)-phthalazinone). Yield: 94.4%. Reaction SMILES: Cl.[OH:2][C:3]1[CH:8]=[CH:7][C:6](/[CH:9]=[CH:10]/[C:11]2[CH:12]=[C:13]3[C:18](=[CH:19][CH:20]=2)[C:17](=[O:21])[N:16]([CH2:22][CH2:23][CH2:24][N:25]([CH3:27])[CH3:26])[N:15]=[CH:14]3)=[CH:5][CH:4]=1>CO.O.[Pd]>[OH:2][C:3]1[CH:8]=[CH:7][C:6]([CH2:9][CH2:10][C:11]2[CH:12]=[C:13]3[C:18](=[CH:19][CH:20]=2)[C:17](=[O:21])[N:16]([CH2:22][CH2:23][CH2:24][N:25]([CH3:27])[CH3:26])[N:15]=[CH:14]3)=[CH:5][CH:4]=1 |f:0.1|. Procedure details: Trans-6-[2-(4-Hydroxyphenyl)ethenyl]-2-(3-dimethylaminopropyl)-1(2H)-phthalazinone hydrochloride (5 g) in methanol (100 ml) and water (10 ml) was hydrogenated at 50 psi over 10% Pd/C (0.5 g). After 6 hours the catalyst was filtered and the filtrate was diluted with ether (600 ml). The precipitated product was filtered to give 4.3 g of the saturated product as the hydrochloride mp. 234°-236° C.